From a dataset of the Open Reaction Database (ORD), a public repository of structured organic reaction records. describe an organic reaction: reactants, conditions, products, and yield Starting materials: C1=CC2=C(C=C1C=O)OCO2 (piperonal), [C-]#N.[K+] (potassium cyanide). The solvent is C(C)O (ethanol), O (water). The product is C1OC=2C=C(C=CC2O1)C(=O)C(O)C1=CC2=C(C=C1)OCO2 (Bis(3,4-methylenedioxy)benzoin). Reaction SMILES: [CH:1]1[C:6]([CH:7]=[O:8])=[CH:5][C:4]2[O:9][CH2:10][O:11][C:3]=2[CH:2]=1.[C-]#N.[K+]>C(O)C.O>[CH2:10]1[O:11][C:3]2[CH:2]=[CH:1][C:6]([C:7]([CH:7]([C:6]3[CH:1]=[CH:2][C:3]4[O:11][CH2:10][O:9][C:4]=4[CH:5]=3)[OH:8])=[O:8])=[CH:5][C:4]=2[O:9]1 |f:1.2|. Reported procedure: A solution of piperonal (5 g) in ethanol (6.5 ml) was treated with a solution of potassium cyanide (0.5 g) in water (5 ml), then refluxed for 5 h. The resultant precipitate was filtered off, washed with water then crystallized from ethanol to give DC-0001B (2.24 g, 45%) as an off white crystalline solid. Starting materials: COC(=O)c1ccc(OCC(O)c2cc3cc(C(C)(C)C)ccc3o2)cc1, CO, [Na+], [OH-], O. The product is CC(C)(C)c1ccc2oc(C(O)COc3ccc(C(=O)O)cc3)cc2c1. As a reaction SMILES: [C:1]([CH3:2])([CH3:3])([CH3:4])[c:5]1[cH:6][cH:7][c:8]2[c:9]([cH:10][c:11]([CH:13]([CH2:14][O:15][c:16]3[cH:17][cH:18][c:19]([C:22](=[O:23])[O:24][CH3:25])[cH:20][cH:21]3)[OH:26])[o:12]2)[cH:27]1.[CH3:30][OH:31].[Na+:29].[OH-:28].[OH2:32]>>[C:1]([CH3:2])([CH3:3])([CH3:4])[c:5]1[cH:6][cH:7][c:8]2[c:9]([cH:10][c:11]([CH:13]([CH2:14][O:15][c:16]3[cH:17][cH:18][c:19]([C:22](=[O:23])[OH:24])[cH:20][cH:21]3)[OH:26])[o:12]2)[cH:27]1.